describe an organic reaction: reactants, conditions, products, and yield From a dataset of the Open Reaction Database (ORD), a public repository of structured organic reaction records. Starting materials: C1(=CC=C(N)C=C1)C1=CC=C(N)C=C1 (benzidine), COC1(CC(=CC=C1N)C1=CC=C(C=C1)N)OC (3,3-dimethoxy-4,4'-biphenyldiamine), ClC=1C=C(C=CC1N)C1=CC(=C(C=C1)N)Cl (3,3'-dichloro-4,4'-biphenyldiamine), NC=1C(=CC=CC1)C (toluidine), C(C1=CC=C(N)C=C1)C1=CC=C(N)C=C1 (4,4'-methylenedianiline). Product: C1(=CC=CC2=CC=CC(=C12)N)N (1,8-naphthalenediamine). Reaction SMILES: [C:1]1([C:8]2[CH:14]=[CH:13][C:11](N)=[CH:10][CH:9]=2)[CH:7]=[CH:6][C:4]([NH2:5])=CC=1.[NH2:15]C1C(C)=CC=CC=1.C(C1C=CC(N)=CC=1)C1C=CC(N)=CC=1.COC1(OC)C(N)=CC=C(C2C=CC(N)=CC=2)C1.ClC1C=C(C2C=CC(N)=C(Cl)C=2)C=CC=1N>>[C:4]1([NH2:5])[C:9]2[C:8](=[CH:14][CH:13]=[CH:11][C:10]=2[NH2:15])[CH:1]=[CH:7][CH:6]=1. Procedure: benzidine; toluidine; 4,4'-methylenedianiline; 3,3-dimethoxy-4,4'-biphenyldiamine; 3,3'-dichloro-4,4'-biphenyldiamine; Solvent: O (water). Run at time 15 hour. Reported procedure: To a mixture of the compound (117 mg) obtained in Example 417a, tetrahydrofuran (5 ml) and methanol (2 ml), lithium borohydride (10.7 mg) was added. The reaction mixture was stirred at room temperature for 15 h, and, after addition of water, concentrated under reduced pressure. To the resulting residue, 2 N HCl was added and the mixture was subjected to extraction with ethyl acetate. The organic layer was washed with a saturated aqueous sodium chloride solution, dried with anhydrous sodium sulfa... Reactants: C(C)OC(C1=C(C(=CC=C1)[N+](=O)[O-])OCC)=O (2-ethoxy-3-nitrobenzoic acid ethyl ester), O1CCCC1 (tetrahydrofuran), CO (methanol), [BH4-].[Li+] (lithium borohydride). Yields the product C(C)OC1=C(CO)C=CC=C1[N+](=O)[O-] (2-ethyoxy-3-nitrobenzyl alcohol). Reaction SMILES: C([O:3][C:4](=O)[C:5]1[CH:10]=[CH:9][CH:8]=[C:7]([N+:11]([O-:13])=[O:12])[C:6]=1[O:14][CH2:15][CH3:16])C.O1CCCC1.CO.[BH4-].[Li+]>O>[CH2:15]([O:14][C:6]1[C:7]([N+:11]([O-:13])=[O:12])=[CH:8][CH:9]=[CH:10][C:5]=1[CH2:4][OH:3])[CH3:16] |f:3.4|. Reactants: COc1ccc(O)cc1Cl, O=C(O)C(F)(F)F. The product is COc1cc(C=O)c(O)cc1Cl. RXN SMILES: [Cl:1][c:2]1[cH:3][c:4]([OH:10])[cH:5][cH:6][c:7]1[O:8][CH3:9].[OH:11][C:12]([C:13]([F:14])([F:15])[F:16])=[O:17]>>[Cl:1][c:2]1[cH:3][c:4]([OH:10])[c:5]([CH:12]=[O:11])[cH:6][c:7]1[O:8][CH3:9]. Reactants: ClC1=C(C=NC2=CC(=C(C=C12)OC)OC)C#N (4chloro-6,7-dimethoxy-3-quinolinecarbonitrile), NC1=CC=C(C(=C1)O)C (5-amino-o-cresol), Cl.N1=CC=CC=C1 (pyridine hydrochloride), C(C)OC(C)O (ethoxyethanol), C([O-])([O-])=O.[Na+].[Na+] (sodium carbonate). The solvent is O (water). Yields the product OC=1C=C(C=CC1C)NC1=C(C=NC2=CC(=C(C=C12)OC)OC)C#N (4-(3-hydroxy-4-methyl-phenylamino)-6,7-dimethoxy-quinoline-3-carbonitrile). Yield: 81.4%. Reaction SMILES: Cl[C:2]1[C:11]2[C:6](=[CH:7][C:8]([O:14][CH3:15])=[C:9]([O:12][CH3:13])[CH:10]=2)[N:5]=[CH:4][C:3]=1[C:16]#[N:17].[NH2:18][C:19]1[CH:24]=[C:23]([OH:25])[C:22]([CH3:26])=[CH:21][CH:20]=1.Cl.N1C=CC=CC=1.C(OC(O)C)C.C(=O)([O-])[O-].[Na+].[Na+]>O>[OH:25][C:23]1[CH:24]=[C:19]([NH:18][C:2]2[C:11]3[C:6](=[CH:7][C:8]([O:14][CH3:15])=[C:9]([O:12][CH3:13])[CH:10]=3)[N:5]=[CH:4][C:3]=2[C:16]#[N:17])[CH:20]=[CH:21][C:22]=1[CH3:26] |f:2.3,5.6.7|. Procedure: A mixture of 2.98 g of 4chloro-6,7-dimethoxy-3-quinolinecarbonitrile, 1.85 g of 5-amino-o-cresol, 1.39 g of pyridine hydrochloride, and 200 ml of ethoxyethanol was stirred under nitrogen, at reflux temperature for 1 h. The mixture was cooled and added to 1000 ml of water. To this mixture was added sodium carbonate to pH 9. The product was collected, washed with water, and dried to give 3.27 g of 4-(3-hydroxy-4-methyl-phenylamino)-6,7-dimethoxy-quinoline-3-carbonitrile as a solid, mp 222-224° C.;... Starting materials: BrC=1C=CC(=C(C=O)C1)F (5-Bromo-2-fluorobenzaldehyde), C1(=CC=C(C=C1)S)C (p-Toluenethiol). The reagents and catalysts are [Br-].C(CCC)[N+](CCCC)(CCCC)CCCC (tetrabutylammonium bromide). The solvent is C1(=CC=CC=C1)C (toluene), [OH-].[Na+] (sodium hydroxide). Run at time 5 minute. The product is BrC=1C=CC(=C(C=O)C1)SC1=CC=C(C=C1)C (5-bromo-2-[(4-methylphenyl)thio]benzaldehyde). Isolated yield 74.9%. Reaction SMILES: [C:1]1([CH3:8])[CH:6]=[CH:5][C:4]([SH:7])=[CH:3][CH:2]=1.[Br:9][C:10]1[CH:11]=[CH:12][C:13](F)=[C:14]([CH:17]=1)[CH:15]=[O:16]>[OH-].[Na+].[Br-].C([N+](CCCC)(CCCC)CCCC)CCC.C1(C)C=CC=CC=1>[Br:9][C:10]1[CH:11]=[CH:12][C:13]([S:7][C:4]2[CH:5]=[CH:6][C:1]([CH3:8])=[CH:2][CH:3]=2)=[C:14]([CH:17]=1)[CH:15]=[O:16] |f:2.3,4.5|. Reported procedure: p-Toluenethiol (0.12 g, 1.0 mmol) was dissolved in a 10% sodium hydroxide aqueous solution (1.7 mL), and tetrabutylammonium bromide (0.016 g, 0.05 mmol) was added thereto, followed by stirring at room temperature for 5 minutes. 5-Bromo-2-fluorobenzaldehyde (0.2 g, 1.0 mmol) dissolved in toluene (1.7 mL) was added thereto by dropping, followed by stirring at room temperature for 4 hours. After the conventional treatment, and was recrystallized and purified with ethanol and hexane, to give 5-bromo...